The task is: describe an organic reaction: reactants, conditions, products, and yield. This data is from the Open Reaction Database (ORD), a public repository of structured organic reaction records. Reactants: [BH4-], CS(=O)(=O)Nc1cccc(N(Cc2ccccc2)Cc2ccccc2)c1C=O, CCO, [Na+]. The product is CS(=O)(=O)Nc1cccc(N(Cc2ccccc2)Cc2ccccc2)c1CO. RXN SMILES: [BH4-:29].[CH2:1]([c:2]1[cH:3][cH:4][cH:5][cH:6][cH:7]1)[N:8]([c:9]1[c:10]([CH:20]=[O:21])[c:11]([NH:15][S:16](=[O:17])(=[O:18])[CH3:19])[cH:12][cH:13][cH:14]1)[CH2:22][c:23]1[cH:24][cH:25][cH:26][cH:27][cH:28]1.[CH3:31][CH2:32][OH:33].[Na+:30]>>[CH2:1]([c:2]1[cH:3][cH:4][cH:5][cH:6][cH:7]1)[N:8]([c:9]1[c:10]([CH2:20][OH:21])[c:11]([NH:15][S:16](=[O:17])(=[O:18])[CH3:19])[cH:12][cH:13][cH:14]1)[CH2:22][c:23]1[cH:24][cH:25][cH:26][cH:27][cH:28]1. Reactants: C=CCN(C(=O)C(F)(F)F)C(C)Cc1cc(OC)ccc1I, CN(C)C=O, [K+], CC(=O)[O-], CC(=O)[O-], CC(=O)[O-], [Pd+2], c1ccc(P(c2ccccc2)c2ccccc2)cc1. The product is C=C1CN(C(=O)C(F)(F)F)C(C)Cc2cc(OC)ccc21. RXN SMILES: [CH2:1]([CH:2]=[CH2:3])[N:4]([C:5]([C:6]([F:7])([F:8])[F:9])=[O:10])[CH:11]([CH2:12][c:13]1[c:14]([I:21])[cH:15][cH:16][c:17]([O:19][CH3:20])[cH:18]1)[CH3:22].[CH3:47][N:48]([CH3:49])[CH:50]=[O:51].[K+:27].[O-:23][C:24]([CH3:25])=[O:26].[O-:53][C:54]([CH3:55])=[O:56].[O-:57][C:58]([CH3:59])=[O:60].[Pd+2:52].[c:28]1([P:29]([c:30]2[cH:31][cH:32][cH:33][cH:34][cH:35]2)[c:36]2[cH:37][cH:38][cH:39][cH:40][cH:41]2)[cH:42][cH:43][cH:44][cH:45][cH:46]1>>[CH2:1]1[C:2](=[CH2:3])[c:14]2[c:13]([cH:18][c:17]([O:19][CH3:20])[cH:16][cH:15]2)[CH2:12][CH:11]([CH3:22])[N:4]1[C:5]([C:6]([F:7])([F:8])[F:9])=[O:10]. Starting materials: Fc1ccc(CCCBr)cc1, [K+], [K+], O=C([O-])[O-], CN(C)C=O, O=C(NCc1cccs1)c1cccnc1S. The product is O=C(NCc1cccs1)c1cccnc1SCCCc1ccc(F)cc1. As a reaction SMILES: [Br:23][CH2:24][CH2:25][CH2:26][c:27]1[cH:28][cH:29][c:30]([F:33])[cH:31][cH:32]1.[K+:1].[K+:2].[O-:3][C:4]([O-:5])=[O:6].[O:34]=[CH:35][N:36]([CH3:37])[CH3:38].[SH:7][c:8]1[c:9]([C:10](=[O:11])[NH:12][CH2:13][c:14]2[s:15][cH:16][cH:17][cH:18]2)[cH:19][cH:20][cH:21][n:22]1>>[S:7]([c:8]1[c:9]([C:10](=[O:11])[NH:12][CH2:13][c:14]2[s:15][cH:16][cH:17][cH:18]2)[cH:19][cH:20][cH:21][n:22]1)[CH2:24][CH2:25][CH2:26][c:27]1[cH:28][cH:29][c:30]([F:33])[cH:31][cH:32]1. The reactants are nitrile, O (water), FC(C1=CC=C(C=C1)C1(CCC1)C#N)(F)F (1-(4-Trifluoromethyl-phenyl)-cyclobutanecarbonitrile), carbonitrile, C[Mg+].[Br-].CCOCC (MeMgBr ether), Cl (HCl). Solvent: C1(=CC=CC=C1)C (toluene). Reaction conditions: temperature 95 celsius. Product: FC(C1=CC=C(C=C1)C1(CCC1)C(C)=O)(F)F (1-[1-(4-trifluoromethyl-phenyl)-cyclobutyl]-ethanone). Isolated yield 88.0%. Reaction SMILES: [F:1][C:2]([F:16])([F:15])[C:3]1[CH:8]=[CH:7][C:6]([C:9]2(C#N)[CH2:12][CH2:11][CH2:10]2)=[CH:5][CH:4]=1.C[Mg+].[Br-].CC[O:22][CH2:23][CH3:24].O.Cl>C1(C)C=CC=CC=1>[F:1][C:2]([F:15])([F:16])[C:3]1[CH:4]=[CH:5][C:6]([C:9]2([C:23](=[O:22])[CH3:24])[CH2:12][CH2:11][CH2:10]2)=[CH:7][CH:8]=1 |f:1.2.3|. Procedure details: The starting nitrile, 1-(4-Trifluoromethyl-phenyl)-cyclobutanecarbonitrile, has been described (Parke Davis & Co., U.S. Pat. No. 3,536,656; 1970 and Chemical Abstracts 1970, 73, 109539). To the carbonitrile (2 g) in 5 mL of toluene in a pressure tube was added 10 mL of 3M MeMgBr ether solution (3 equiv.). The tube was sealed and the reaction mixture was heated at 95° C. for 24 hr, cooled to room temperature, poured into 50 mL of water, acidified with 25 mL of 5 M HCl, and this solution was heate...